This data is from the Open Reaction Database (ORD), a public repository of structured organic reaction records. The task is: describe an organic reaction: reactants, conditions, products, and yield Starting materials: CC(C)C1=CC(=C(C(=C1)C(C)C)C2=C(C=CC=C2)P(C3CCCCC3)C4CCCCC4)C(C)C (X-Phos), P(=O)([O-])([O-])[O-].[K+].[K+].[K+] (tris-potassium phosphate), C(C)(C)(C)C=1C=C2C=NN(C(C2=C(C1)CO)=O)C1=C(C(=CC=C1)Cl)CO (6-tert-butyl-2-[3-chloro-2-(hydroxymethyl)phenyl]-8-(hydroxymethyl)phthalazin-1(2H)-one), CN1C(=CC(=C1)B1OC(C(O1)(C)C)(C)C)C(=O)N (1-methyl-4-(4,4,5,5-tetramethyl-1,3,2-dioxaborolan-2-yl)-1H-pyrrole-2-carboxamide), B1(OC(C(O1)(C)C)(C)C)B2OC(C(O2)(C)C)(C)C (bis(pinacolato)diboron), B([O-])([O-])[O-] (borate). Reagents/catalysts: C=1C=CC(=CC1)/C=C/C(=O)/C=C/C2=CC=CC=C2.C=1C=CC(=CC1)/C=C/C(=O)/C=C/C2=CC=CC=C2.C=1C=CC(=CC1)/C=C/C(=O)/C=C/C2=CC=CC=C2.[Pd].[Pd] (Pd2(dba)3), C=1C=CC(=CC1)/C=C/C(=O)/C=C/C2=CC=CC=C2.C=1C=CC(=CC1)/C=C/C(=O)/C=C/C2=CC=CC=C2.C=1C=CC(=CC1)/C=C/C(=O)/C=C/C2=CC=CC=C2.[Pd].[Pd] (Pd2(dba)3). The yield is 15.8%. Reported procedure: To a 15 mL tube were added 6-tert-butyl-2-[3-chloro-2-(hydroxymethyl)phenyl]-8-(hydroxymethyl)phthalazin-1(2H)-one (39 mg, 0.105 mmol), 1-methyl-4-(4,4,5,5-tetramethyl-1,3,2-dioxaborolan-2-yl)-1H-pyrrole-2-carboxamide (26.2 mg, 0.105 mmol, prepared from Intermediate-3 and bis(pinacolato)diboron under the same condition of borate formation described in the preparation of Intermediate-4), X-Phos (4.99 mg, 0.0105 mmol) and tris-potassium phosphate (55.5 mg, 0.262 mmol). Dioxane (5 mL) and water (0.... RXN SMILES: [C:1]([C:5]1[CH:6]=[C:7]2[C:12](=[C:13]([CH2:15][OH:16])[CH:14]=1)[C:11](=[O:17])[N:10]([C:18]1[CH:23]=[CH:22][CH:21]=[C:20](Cl)[C:19]=1[CH2:25][OH:26])[N:9]=[CH:8]2)([CH3:4])([CH3:3])[CH3:2].[CH3:27][N:28]1[CH:32]=[C:31](B2OC(C)(C)C(C)(C)O2)[CH:30]=[C:29]1[C:42]([NH2:44])=[O:43].B1(B2OC(C)(C)C(C)(C)O2)OC(C)(C)C(C)(C)O1.B([O-])([O-])[O-].CC(C1C=C(C(C)C)C(C2C=CC=CC=2P(C2CCCCC2)C2CCCCC2)=C(C(C)C)C=1)C.P([O-])([O-])([O-])=O.[K+].[K+].[K+]>C1C=CC(/C=C/C(/C=C/C2C=CC=CC=2)=O)=CC=1.C1C=CC(/C=C/C(/C=C/C2C=CC=CC=2)=O)=CC=1.C1C=CC(/C=C/C(/C=C/C2C=CC=CC=2)=O)=CC=1.[Pd].[Pd].O.O1CCOCC1>[C:1]([C:5]1[CH:6]=[C:7]2[C:12](=[C:13]([CH2:15][OH:16])[CH:14]=1)[C:11](=[O:17])[N:10]([C:18]1[C:19]([CH2:25][OH:26])=[C:20]([C:31]3[CH:30]=[C:29]([C:42]([NH2:44])=[O:43])[N:28]([CH3:27])[CH:32]=3)[CH:21]=[CH:22][CH:23]=1)[N:9]=[CH:8]2)([CH3:4])([CH3:3])[CH3:2] |f:5.6.7.8,9.10.11.12.13|. Reaction conditions: temperature 125 celsius, time 30 minute. The solvent is O (water), O1CCOCC1 (Dioxane). Product: C(C)(C)(C)C=1C=C2C=NN(C(C2=C(C1)CO)=O)C=1C(=C(C=CC1)C=1C=C(N(C1)C)C(=O)N)CO (4-[3-(6-tert-butyl-8-hydroxymethyl-1-oxo-1H-phthalazin-2-yl)-2-hydroxymethyl-phenyl]-1-methyl-1H-pyrrole-2-carboxylic acid amide). The reactants are B(Br)(Br)Br (boron tribromide), COC1=C(C=C(C=CC(=O)OC)C=C1)OCC12C(OC(CC1)(CC2)C)=O (methyl 4-methoxy-3-[1-(4-methyl-2-oxo-3-oxabicyclo[2.2.2]octanyl)methoxy]cinnamate), [Cl-].[NH4+] (ammonium chloride). Run in C(Cl)Cl (methylene chloride). The product is OC1=C(C=C(C=CC(=O)OC)C=C1)OCC12C(OC(CC1)(CC2)C)=O (methyl 4-hydroxy-3-[1-(4-methyl-2-oxo-3-oxabicyclo[2.2.2]octanyl)methoxy]cinnamate). Isolated yield 32.1%. As a reaction SMILES: B(Br)(Br)Br.C[O:6][C:7]1[CH:18]=[CH:17][C:10]([CH:11]=[CH:12][C:13]([O:15][CH3:16])=[O:14])=[CH:9][C:8]=1[O:19][CH2:20][C:21]12[CH2:28][CH2:27][C:24]([CH3:29])([CH2:25][CH2:26]1)[O:23][C:22]2=[O:30].[Cl-].[NH4+]>C(Cl)Cl>[OH:6][C:7]1[CH:18]=[CH:17][C:10]([CH:11]=[CH:12][C:13]([O:15][CH3:16])=[O:14])=[CH:9][C:8]=1[O:19][CH2:20][C:21]12[CH2:28][CH2:27][C:24]([CH3:29])([CH2:25][CH2:26]1)[O:23][C:22]2=[O:30] |f:2.3|. Reported procedure: At -78° C., 0.3 ml of boron tribromide was added to a solution of 0.68 g of methyl 4-methoxy-3-[1-(4-methyl-2-oxo-3-oxabicyclo[2.2.2]octanyl)methoxy]cinnamate (Example 50) in 10 ml of methylene chloride. The solution was reacted for 15 minutes, as it was. After reaction, 30 ml of an aqueous ammonium chloride solution was added to the reaction solution. The solution was extracted three times with 30 ml of ethyl acetate. The organic layer obtained was washed three times with an aqueous sodium chlo... The reactants are [I-].[K+] (Potassium iodide), C([O-])(O)=O.[Na+] (sodium bicarbonate), S(=S)(=O)([O-])[O-].[Na+].[Na+] (sodium thiosulfate), N(=O)[O-].[Na+] (Sodium nitrite), NC(=O)N (Urea), ClC=1C(=NC2=CC=C(C=C2N1)N)OC(C(F)(F)F)C=1C=NC=CC1 (3-chloro-2-(2,2,2-trifluoro-1-(pyridin-3-yl)ethoxy) quinoxaline-6-amine). Reaction conditions: temperature 0 celsius, time 10 minute. Reported procedure: In 2.0 mol/L hydrochloric acid (50.0 mL) was dissolved 3-chloro-2-(2,2,2-trifluoro-1-(pyridin-3-yl)ethoxy) quinoxaline-6-amine (2.00 g, 5.64 mmol) obtained in Step 3 and the mixture was cooled to 0° C. Sodium nitrite (506 mg, 7.33 mmol) was added and the mixture was stirred at 0° C. for 10 minutes. Urea (508 mg, 8.46 mmol) was added to the reaction mixture and the mixture was stirred at 0° C. for 10 minutes. Potassium iodide (2.34 g, 14.1 mmol) dissolved in water (10.0 mL) was slowly added and t... RXN SMILES: [Cl:1][C:2]1[C:3]([O:13][CH:14]([C:19]2[CH:20]=[N:21][CH:22]=[CH:23][CH:24]=2)[C:15]([F:18])([F:17])[F:16])=[N:4][C:5]2[C:10]([N:11]=1)=[CH:9][C:8](N)=[CH:7][CH:6]=2.N([O-])=O.[Na+].NC(N)=O.[I-:33].[K+].C(=O)(O)[O-].[Na+].S([O-])([O-])(=O)=S.[Na+].[Na+]>Cl.O>[Cl:1][C:2]1[C:3]([O:13][CH:14]([C:19]2[CH:20]=[N:21][CH:22]=[CH:23][CH:24]=2)[C:15]([F:18])([F:17])[F:16])=[N:4][C:5]2[C:10]([N:11]=1)=[CH:9][C:8]([I:33])=[CH:7][CH:6]=2 |f:1.2,4.5,6.7,8.9.10|. Yield: 33.0%. Run in O (water), Cl (hydrochloric acid). Yields the product ClC=1C(=NC2=CC=C(C=C2N1)I)OC(C(F)(F)F)C=1C=NC=CC1 (3-chloro-6-iodo-2-(2,2,2-trifluoro-1-(pyridin-3-yl)ethoxy) quinoxaline).